The task is: describe an organic reaction: reactants, conditions, products, and yield. This data is from the Open Reaction Database (ORD), a public repository of structured organic reaction records. The reactants are [BH4-].[Na+] (sodium borohydride), [Si]([O-])([O-])([O-])[O-].[Mg+2].[Mg+2] (magnesium silicate), C(C)O (ethanol), C(C)O (ethanol), FC1=CC=C(C=C1)C1(OCCO1)CCCN1CCC(CC1)C(C1=CC=C(C=C1)F)=O (2-(p-fluorophenyl)-2-{3-[4-(p-fluorobenzoyl)piperidino]propyl}-1,3-dioxolane), white solid. Run in C1=CC=CC=C1.CC(=O)C (benzene acetone), O (water), C1=CC=CC=C1 (benzene). Run at time 16 hour. Product: FC1=CC=C(C=C1)C1(OCCO1)CCCN1CCC(CC1)C(C1=CC=C(C=C1)F)O (2-(p-Fluorophenyl)-2-{3-[4-(p-fluoro-α-hydroxybenzyl)piperidino]propyl}-1,3-dioxolane). As a reaction SMILES: [BH4-].[Na+].C(O)C.[F:6][C:7]1[CH:12]=[CH:11][C:10]([C:13]2([CH2:18][CH2:19][CH2:20][N:21]3[CH2:26][CH2:25][CH:24]([C:27](=[O:35])[C:28]4[CH:33]=[CH:32][C:31]([F:34])=[CH:30][CH:29]=4)[CH2:23][CH2:22]3)[O:17][CH2:16][CH2:15][O:14]2)=[CH:9][CH:8]=1.[Si]([O-])([O-])([O-])[O-].[Mg+2].[Mg+2]>C1C=CC=CC=1.C1C=CC=CC=1.CC(C)=O.O>[F:6][C:7]1[CH:12]=[CH:11][C:10]([C:13]2([CH2:18][CH2:19][CH2:20][N:21]3[CH2:22][CH2:23][CH:24]([CH:27]([OH:35])[C:28]4[CH:33]=[CH:32][C:31]([F:34])=[CH:30][CH:29]=4)[CH2:25][CH2:26]3)[O:14][CH2:15][CH2:16][O:17]2)=[CH:9][CH:8]=1 |f:0.1,4.5.6,8.9|. Procedure: A mixture of 3.78 g. (0.1 mole) of sodium borohydride in 25 ml. of anhydrous ethanol was stirred at room temperature. A solution of 8.16 g. (0.02 mole) of 2-(p-fluorophenyl)-2-{3-[4-(p-fluorobenzoyl)piperidino]propyl}-1,3-dioxolane in 10 ml. of anhydrous ethanol was slowly added dropwise so as to maintain a controlled evolution of gas. After the addition was complete the mixture was allowed to stir at room temperature for 16 hr. A large excess of water was added and the mixture was extracted sev... Product: COC(=O)CCC(C(N)=O)N1Cc2c(OCc3ccc4ncc(CN5CCOCC5)n4c3)cccc2C1=O. Starting materials: C1CCOC1, COC(=O)CCC(C(N)=O)N1Cc2c(O)cccc2C1=O, OCc1ccc2ncc(CN3CCOCC3)n2c1. Reaction SMILES: [CH2:40]1[O:41][CH2:42][CH2:43][CH2:44]1.[NH2:19][C:20]([CH:21]([CH2:22][CH2:23][C:24](=[O:25])[O:26][CH3:27])[N:28]1[C:29](=[O:38])[c:30]2[cH:31][cH:32][cH:33][c:34]([OH:37])[c:35]2[CH2:36]1)=[O:39].[O:1]1[CH2:2][CH2:3][N:4]([CH2:7][c:8]2[cH:9][n:10][c:11]3[n:12]2[cH:13][c:14]([CH2:17][OH:18])[cH:15][cH:16]3)[CH2:5][CH2:6]1>>[O:1]1[CH2:2][CH2:3][N:4]([CH2:7][c:8]2[cH:9][n:10][c:11]3[n:12]2[cH:13][c:14]([CH2:17][O:18][c:34]2[cH:33][cH:32][cH:31][c:30]4[c:35]2[CH2:36][N:28]([CH:21]([C:20]([NH2:19])=[O:39])[CH2:22][CH2:23][C:24](=[O:25])[O:26][CH3:27])[C:29]4=[O:38])[cH:15][cH:16]3)[CH2:5][CH2:6]1.